describe an organic reaction: reactants, conditions, products, and yield From a dataset of the Open Reaction Database (ORD), a public repository of structured organic reaction records. Starting materials: Cl.ON (hydroxyl amine hydrochloride), FC(C=1C=C(CN2N=NC(=C2C=2C=NC=CC2)CO)C=C(C1)C(F)(F)F)(F)F ([1-(3,5-bis-trifluoromethyl-benzyl)-5-pyridin-3-yl-1H-[1,2,3]triazol-4-yl]-methanol), TEA, Cl (HCl), O (water). The solvent is CS(=O)C (DMSO). Conditions: time 6 hour. Product: FC(C=1C=C(CN2N=NC(=C2C=2C=NC=CC2)C=NO)C=C(C1)C(F)(F)F)(F)F (1-(3,5-bis-trifluoromethyl-benzyl)-5-pyridin-3-yl-1H-[1,2,3]triazole-4-carbaldehyde oxime). As a reaction SMILES: [F:1][C:2]([F:28])([F:27])[C:3]1[CH:4]=[C:5]([CH:20]=[C:21]([C:23]([F:26])([F:25])[F:24])[CH:22]=1)[CH2:6][N:7]1[C:11]([C:12]2[CH:13]=[N:14][CH:15]=[CH:16][CH:17]=2)=[C:10]([CH2:18]O)[N:9]=[N:8]1.Cl.Cl.[OH:31][NH2:32].O>CS(C)=O>[F:1][C:2]([F:28])([F:27])[C:3]1[CH:4]=[C:5]([CH:20]=[C:21]([C:23]([F:26])([F:25])[F:24])[CH:22]=1)[CH2:6][N:7]1[C:11]([C:12]2[CH:13]=[N:14][CH:15]=[CH:16][CH:17]=2)=[C:10]([CH:18]=[N:32][OH:31])[N:9]=[N:8]1 |f:2.3|. Procedure: Add 3 eq sulfur trioxide pyridine complex (Aldrich) to a solution of [1-(3,5-bis-trifluoromethyl-benzyl)-5-pyridin-3-yl-1H-[1,2,3]triazol-4-yl]-methanol in DMSO, then add 10 eq TEA. Stir for 6 hours, pour into 15 ml 1N HCl and extract with EtOAc (2×20 ml). Remove solvent and dissolve the crude aldehyde in MeOH. Add 1.5 eq of hydroxyl amine hydrochloride and stir for 6 hours. Pour into 50 ml water and extract with EtOAc. Purify via radial chromatography 1:1 hexanes:EtOAc to give the title compoun... Procedure: A solution of 3-cyclopentyl-2-(6-oxo-4-phenoxy-6H-pyridazin-1-yl)-propionic acid (Intermediate 19, 100.6 mg, 0.30 mmol) in methylene chloride (1.70 mL, 0.18M) at 25° C. was treated with N,N-diisopropylethylamine (160 μL, 0.91 mmol) followed by N,N,N′,N′-tetramethyl-O—(N-succinimidyl)uronium tetrafluoroborate (110.6 mg, 0.36 mmol). The resulting solution was stirred at 25° C. for 2.5 h. After this time, the reaction was treated with 1-(3-amino-pyrazol-1-yl)-2-methyl-propan-2-ol (Intermediate 1, 6... Yield: 16.9%. Product: 1/1-3/1 ethyl acetate hexanes, C1(CCCC1)CC(C(=O)NC1=NN(C=C1)CC(C)(C)O)N1N=CC(=CC1=O)OC1=CC=CC=C1 (3-cyclopentyl-N-[1-(2-hydroxy-2-methyl-propyl)-1H-pyrazol-3-yl]-2-(6-oxo-4-phenoxy-6H-pyridazin-1-yl)-propionamide). The solvent is C(Cl)Cl (methylene chloride). The reactants are C1(CCCC1)CC(C(=O)O)N1N=CC(=CC1=O)OC1=CC=CC=C1 (3-cyclopentyl-2-(6-oxo-4-phenoxy-6H-pyridazin-1-yl)-propionic acid), C1(CCCC1)CC(C(=O)O)N1N=CC(=CC1=O)OC1=CC=CC=C1 (3-cyclopentyl-2-(6-oxo-4-phenoxy-6H-pyridazin-1-yl)-propionic acid), C(C)(C)N(C(C)C)CC (N,N-diisopropylethylamine), [B-](F)(F)(F)F.CN(C)C(=[N+](C)C)ON1C(=O)CCC1=O (N,N,N′,N′-tetramethyl-O—(N-succinimidyl)uronium tetrafluoroborate), NC1=NN(C=C1)CC(C)(O)C (1-(3-amino-pyrazol-1-yl)-2-methyl-propan-2-ol), NC1=NN(C=C1)CC(C)(O)C (1-(3-amino-pyrazol-1-yl)-2-methyl-propan-2-ol). Reaction conditions: temperature 25 celsius, time 2.5 hour. As a reaction SMILES: [CH:1]1([CH2:6][CH:7]([N:11]2[C:16](=[O:17])[CH:15]=[C:14]([O:18][C:19]3[CH:24]=[CH:23][CH:22]=[CH:21][CH:20]=3)[CH:13]=[N:12]2)[C:8](O)=[O:9])[CH2:5][CH2:4][CH2:3][CH2:2]1.C(N(CC)C(C)C)(C)C.[B-](F)(F)(F)F.CN(C(ON1C(=O)CCC1=O)=[N+](C)C)C.[NH2:54][C:55]1[CH:59]=[CH:58][N:57]([CH2:60][C:61]([CH3:64])([OH:63])[CH3:62])[N:56]=1>C(Cl)Cl>[CH:1]1([CH2:6][CH:7]([N:11]2[C:16](=[O:17])[CH:15]=[C:14]([O:18][C:19]3[CH:24]=[CH:23][CH:22]=[CH:21][CH:20]=3)[CH:13]=[N:12]2)[C:8]([NH:54][C:55]2[CH:59]=[CH:58][N:57]([CH2:60][C:61]([OH:63])([CH3:62])[CH3:64])[N:56]=2)=[O:9])[CH2:5][CH2:4][CH2:3][CH2:2]1 |f:2.3|. The reactants are C(=O)(OC)COC1=CC=C(C=C1)CC(C)NCC(C=1N=C(SC1)Cl)O (N-[2-(4-carbomethoxymethoxyphenyl)-1-methylethyl]-2-hydroxy-2-(2-chloro-thiazol-4-yl)ethanamine), [OH-].[Na+] (sodium hydroxide). The solvent is CO (methanol). Product: C(=O)(O)COC1=CC=C(C=C1)CC(C)NCC(C=1N=C(SC1)Cl)O (N-[2-(4-Carboxymethoxyphenyl)-1-methylethyl]-2-hydroxy-2-(2-chloro-thiazol-4-yl)ethanamine). RXN SMILES: [C:1]([CH2:5][O:6][C:7]1[CH:12]=[CH:11][C:10]([CH2:13][CH:14]([NH:16][CH2:17][CH:18]([OH:25])[C:19]2[N:20]=[C:21]([Cl:24])[S:22][CH:23]=2)[CH3:15])=[CH:9][CH:8]=1)([O:3]C)=[O:2].[OH-].[Na+]>CO>[C:1]([CH2:5][O:6][C:7]1[CH:8]=[CH:9][C:10]([CH2:13][CH:14]([NH:16][CH2:17][CH:18]([OH:25])[C:19]2[N:20]=[C:21]([Cl:24])[S:22][CH:23]=2)[CH3:15])=[CH:11][CH:12]=1)([OH:3])=[O:2] |f:1.2|. Procedure details: Prepared by analogy to Example 97 by reaction of N-[2-(4-carbomethoxymethoxyphenyl)-1-methylethyl]-2-hydroxy-2-(2-chloro-thiazol-4-yl)ethanamine with lN sodium hydroxide solution in methanol Starting materials: CCOP(=O)(COCC(COn1cnc2c(N)ncnc21)O[Si](C)(C)C(C)(C)C)OCC, CC(=O)O. The product is CCOP(=O)(COCC(O)COn1cnc2c(N)ncnc21)OCC. RXN SMILES: [C:1]([Si:2]([CH3:3])([CH3:4])[O:6][CH:7]([CH2:8][O:9][n:10]1[c:11]2[n:12][cH:13][n:14][c:15]([NH2:19])[c:16]2[n:17][cH:18]1)[CH2:20][O:21][CH2:22][P:23](=[O:24])([O:25][CH2:26][CH3:27])[O:28][CH2:29][CH3:30])([CH3:5])([CH3:31])[CH3:32].[CH3:33][C:34](=[O:35])[OH:36]>>[OH:6][CH:7]([CH2:8][O:9][n:10]1[c:11]2[n:12][cH:13][n:14][c:15]([NH2:19])[c:16]2[n:17][cH:18]1)[CH2:20][O:21][CH2:22][P:23](=[O:24])([O:25][CH2:26][CH3:27])[O:28][CH2:29][CH3:30]. Reactants: C(C)P(=O)(CCC(=O)O)O (3-(ethylhydroxyphosphinyl)propionic acid), [OH-].[Na+] (sodium hydroxide). Solvent: O (water). Yields the product [Na+].C(C)P(=O)(CCC(=O)[O-])O (3-(ethylhydroxyphosphinyl)propionic acid sodium salt). Yield: 110.6%. Reaction SMILES: [CH2:1]([P:3]([OH:10])([CH2:5][CH2:6][C:7]([OH:9])=[O:8])=[O:4])[CH3:2].[OH-].[Na+:12]>O>[Na+:12].[CH2:1]([P:3]([OH:10])([CH2:5][CH2:6][C:7]([O-:9])=[O:8])=[O:4])[CH3:2] |f:1.2,4.5|. Procedure: 498 g (3 mol) of 3-(ethylhydroxyphosphinyl)propionic acid (produced as in Example 15) are dissolved in 860 g of water and initially charged into a 5 l five-neck flask equipped with thermometer, reflux condenser, high-performance stirrer and dropping funnel and neutralized with about 480 g (6 mol) of 50% sodium hydroxide solution. The water is subsequently distilled off in vacuo to leave 624 g (99% of theory) of 3-(ethylhydroxyphosphinyl)propionic acid sodium salt as a solid material. Reactants: COc1cc2nccc(Oc3ccc(N)cc3F)c2cc1OC, CCO, Cc1ccccc1, O=C(N=C=S)c1ccccc1. Yields the product COc1cc2nccc(Oc3ccc(NC(=S)NC(=O)c4ccccc4)cc3F)c2cc1OC. RXN SMILES: [CH3:1][O:2][c:3]1[cH:4][c:5]2[c:6]([O:15][c:16]3[c:17]([F:23])[cH:18][c:19]([NH2:20])[cH:21][cH:22]3)[cH:7][cH:8][n:9][c:10]2[cH:11][c:12]1[O:13][CH3:14].[CH3:24][CH2:25][OH:26].[CH3:38][c:39]1[cH:40][cH:41][cH:42][cH:43][cH:44]1.[c:27]1([C:33](=[O:34])[N:35]=[C:36]=[S:37])[cH:28][cH:29][cH:30][cH:31][cH:32]1>>[CH3:1][O:2][c:3]1[cH:4][c:5]2[c:6]([O:15][c:16]3[c:17]([F:23])[cH:18][c:19]([NH:20][C:36]([NH:35][C:33]([c:27]4[cH:28][cH:29][cH:30][cH:31][cH:32]4)=[O:34])=[S:37])[cH:21][cH:22]3)[cH:7][cH:8][n:9][c:10]2[cH:11][c:12]1[O:13][CH3:14]. Reactants: NC1=C(C(=O)O)C=CC(=C1)C (2-amino-4-methylbenzoic acid), C(=O)N (formamide), ice water. Run at time 3 hour. Yields the product CC1=CC=C2C(NC=NC2=C1)=O (7-Methyl-3H-quinazolin-4-one). As a reaction SMILES: [NH2:1][C:2]1[CH:10]=[C:9]([CH3:11])[CH:8]=[CH:7][C:3]=1[C:4](O)=[O:5].[CH:12]([NH2:14])=O>>[CH3:11][C:9]1[CH:10]=[C:2]2[C:3]([C:4](=[O:5])[NH:14][CH:12]=[N:1]2)=[CH:7][CH:8]=1. Reported procedure: A solution of 2-amino-4-methylbenzoic acid (31.6 g, 206 mmol) in formamide (60 mL) is heated to 130° C. for 1 hour, then at 175° C. for 3 hours. The solution is poured into 500 mL of ice water. The resulting solid is collected by filtration and further dried under reduced pressure. The title compound (26.2 g, 170 mmol) is obtained as a white solid. MS (EI): m/z 159 (M+). Procedure details: Following the procedure of Example 97, the reaction of 1,2,4-triazole with 2-chloro-6-methyl-4-(4-fluorobenzylamino)-thieno-[2,3-d]-pyrimidine gives 2-(1,2,4-triazol-1-yl)-6-methyl-4-(4-fluorobenzylamino)-thieno-[2,3-d]-pyrimidine. Reaction SMILES: [NH:1]1[CH:5]=[N:4][CH:3]=[N:2]1.Cl[C:7]1[N:8]=[C:9]([NH:17][CH2:18][C:19]2[CH:24]=[CH:23][C:22]([F:25])=[CH:21][CH:20]=2)[C:10]2[CH:15]=[C:14]([CH3:16])[S:13][C:11]=2[N:12]=1>>[N:1]1([C:7]2[N:8]=[C:9]([NH:17][CH2:18][C:19]3[CH:24]=[CH:23][C:22]([F:25])=[CH:21][CH:20]=3)[C:10]3[CH:15]=[C:14]([CH3:16])[S:13][C:11]=3[N:12]=2)[CH:5]=[N:4][CH:3]=[N:2]1. Yields the product N1(N=CN=C1)C=1N=C(C2=C(N1)SC(=C2)C)NCC2=CC=C(C=C2)F (2-(1,2,4-triazol-1-yl)-6-methyl-4-(4-fluorobenzylamino)-thieno-[2,3-d]-pyrimidine). The reactants are N1N=CN=C1 (1,2,4-triazole), ClC=1N=C(C2=C(N1)SC(=C2)C)NCC2=CC=C(C=C2)F (2-chloro-6-methyl-4-(4-fluorobenzylamino)-thieno-[2,3-d]-pyrimidine). Starting materials: C(C)(=O)O (acetic acid), O1CCCC1 (tetrahydrofurane), [OH-].[Na+] (sodium hydroxide), CC1(C(C(OC1)=O)SCC=1N=C2N(C=CC=C2)C1C#CC1=CC(=CC=C1)C(F)(F)F)C (4,4-dimethyl-3-((3-((3-(trifluoromethyl)phenyl)ethynyl) imidazo[1,2-a]pyridin-2-yl)methylthio)dihydrofuran-2(3H)-one). Solvent: CO (methanol), O (water). Run at time 16 hour. Yields the product OCC(C(C(=O)O)SCC=1N=C2N(C=CC=C2)C1C#CC1=CC(=CC=C1)C(F)(F)F)(C)C (4-hydroxy-3,3-dimethyl-2-((3-((3-(trifluoromethyl)phenyl)-ethynyl)imidazo[1,2-a]pyridin-2-yl)methylthio) butanoic acid). As a reaction SMILES: [CH3:1][C:2]1([CH3:31])[CH2:6][O:5][C:4](=[O:7])[CH:3]1[S:8][CH2:9][C:10]1[N:11]=[C:12]2[CH:17]=[CH:16][CH:15]=[CH:14][N:13]2[C:18]=1[C:19]#[C:20][C:21]1[CH:26]=[CH:25][CH:24]=[C:23]([C:27]([F:30])([F:29])[F:28])[CH:22]=1.[O:32]1CCCC1.[OH-].[Na+].C(O)(=O)C>CO.O>[OH:5][CH2:6][C:2]([CH3:31])([CH3:1])[CH:3]([S:8][CH2:9][C:10]1[N:11]=[C:12]2[CH:17]=[CH:16][CH:15]=[CH:14][N:13]2[C:18]=1[C:19]#[C:20][C:21]1[CH:26]=[CH:25][CH:24]=[C:23]([C:27]([F:28])([F:29])[F:30])[CH:22]=1)[C:4]([OH:7])=[O:32] |f:2.3|. Procedure: 130 mg (0.303 mmol) of 4,4-dimethyl-3-((3-((3-(trifluoromethyl)phenyl)ethynyl) imidazo[1,2-a]pyridin-2-yl)methylthio)dihydrofuran-2(3H)-one were dissolved in 2 ml of methanol and 2 ml of tetrahydrofurane followed by the addition of 0.334 ml (0.334 mmol) of a 1N sodium hydroxide aqueous solution. The solution was stirred for 16 h. It was acidified down to an acid pH with acetic acid, and diluted with water until precipitation of a solid, which was then filtered and washed with water. 115 mg of 4-... Reactants: C1(=CC=C(C=C1)C[C@H](C[C@](C(=O)O)(COC1OCCCC1)C)NC(=O)C=1N=NNC1)C1=CC=CC=C1 ((2S,4R)-5-Biphenyl-4-yl-2-methyl-2-(tetrahydropyran-2-yloxymethyl)-4-[(1H-1,2,3-triazole-4-carbonyl)amino]pentanoic acid), O1CCOCC1 (1,4-dioxane), C(CCCCCC)O (1-heptanol), Cl (HCl). Run at temperature 60 celsius, time 2 hour. Product: C(CCCCCC)OC([C@](C[C@@H](CC1=CC=C(C=C1)C1=CC=CC=C1)NC(=O)C=1N=NNC1)(C)CO)=O ((2S,4R)-5-Biphenyl-4-yl-2-hydroxymethyl-2-methyl-4-[(1H-[1,2,3]triazole-4-carbonyl)amino]pentanoic Acid Heptyl Ester). The yield is 59.2%. Reaction SMILES: [C:1]1([C:31]2[CH:36]=[CH:35][CH:34]=[CH:33][CH:32]=2)[CH:6]=[CH:5][C:4]([CH2:7][C@@H:8]([NH:23][C:24]([C:26]2[N:27]=[N:28][NH:29][CH:30]=2)=[O:25])[CH2:9][C@@:10]([CH3:22])([CH2:14][O:15]C2CCCCO2)[C:11](O)=[O:12])=[CH:3][CH:2]=1.[CH2:37]([OH:44])[CH2:38][CH2:39][CH2:40][CH2:41][CH2:42][CH3:43].Cl.O1CCOCC1>>[CH2:37]([O:44][C:11](=[O:12])[C@@:10]([CH2:14][OH:15])([CH3:22])[CH2:9][C@H:8]([NH:23][C:24]([C:26]1[N:27]=[N:28][NH:29][CH:30]=1)=[O:25])[CH2:7][C:4]1[CH:5]=[CH:6][C:1]([C:31]2[CH:36]=[CH:35][CH:34]=[CH:33][CH:32]=2)=[CH:2][CH:3]=1)[CH2:38][CH2:39][CH2:40][CH2:41][CH2:42][CH3:43]. Procedure details: (2S,4R)-5-Biphenyl-4-yl-2-methyl-2-(tetrahydropyran-2-yloxymethyl)-4-[(1H-1,2,3-triazole-4-carbonyl)amino]pentanoic acid (100 mg, 0.2 mmol) was combined with 1-heptanol (0.3 mL, 2 mmol) and 4 M HCl in 1,4-dioxane (0.3 mL, 1 mmol). The mixture was stirred for 2 hours at 60° C. The mixture was concentrated under reduced pressure and the residue was purified by reverse phase chromatography to yield the title compound (60 mg). MS m/z [M+H]+ calc'd for C29H38N4O4, 507.29. found 507.